This data is from the Open Reaction Database (ORD), a public repository of structured organic reaction records. The task is: describe an organic reaction: reactants, conditions, products, and yield Starting materials: C1(CCCCC1)N=C=NC1CCCCC1 (dicyclohexylcarbodiimide), CC(C)(C)OC(=O)N[C@@H](CC1=CC=2C=CC=CC2N1)C(=O)O.N[C@@H](CC(C)C)C(=O)O (Boc-trp Leu-OH), C([O-])(O)=O.[Na+] (sodium bicarbonate), N[C@@H](CC1=CC=CC=C1)C(=O)OCC1=CC=CC=C1 (H-Phe-OBzl), CC=1C=CC(=CC1)S(=O)(=O)O (p-toluenesulfonate), ON1C(CCC1=O)=O (N-hydroxysuccinimide). Solvent: O1CCCC1 (tetrahydrofuran). Product: CC(C)(C)OC(=O)N[C@@H](CC1=CC=2C=CC=CC2N1)C(=O)O.N[C@@H](CC(C)C)C(=O)N[C@@H](CC1=CC=CC=C1)C(=O)OCC1=CC=CC=C1 (Boc-trp Leu-Phe-OBzl). Yield: 77.0%. RXN SMILES: [CH3:1][C:2]([O:5][C:6]([NH:8][C@H:9]([C:20]([OH:22])=[O:21])[CH2:10][C:11]1[NH:19][C:18]2[CH:17]=[CH:16][CH:15]=[CH:14][C:13]=2[CH:12]=1)=[O:7])([CH3:4])[CH3:3].[NH2:23][C@H:24]([C:29]([OH:31])=O)[CH2:25][CH:26]([CH3:28])[CH3:27].N[C@H](C([O:43][CH2:44][C:45]1[CH:50]=[CH:49][CH:48]=[CH:47][CH:46]=1)=O)CC1C=CC=CC=1.CC1C=CC(S(O)(=O)=[O:59])=CC=1.C(=O)(O)[O-].[Na+].C1(N=C=NC2CCCCC2)CCCCC1.ON1C(=O)CCC1=O>O1CCCC1>[CH3:4][C:2]([O:5][C:6]([NH:8][C@H:9]([C:20]([OH:22])=[O:21])[CH2:10][C:11]1[NH:19][C:18]2[CH:17]=[CH:16][CH:15]=[CH:14][C:13]=2[CH:12]=1)=[O:7])([CH3:1])[CH3:3].[NH2:23][C@H:24]([C:29]([NH:19][C@H:11]([C:10]([O:43][CH2:44][C:45]1[CH:50]=[CH:49][CH:48]=[CH:47][CH:46]=1)=[O:59])[CH2:12][C:13]1[CH:18]=[CH:17][CH:16]=[CH:15][CH:14]=1)=[O:31])[CH2:25][CH:26]([CH3:27])[CH3:28] |f:0.1,4.5,9.10|. Reported procedure: Condensation of Boc-trp-Leu-OH (part B of example of above-cited U.S. Pat. No. 4,472,305, 14.0 g.) and H-Phe-OBzl (freed from 14.33 g. of the p-toluenesulfonate salt with sodium bicarbonate) using dicyclohexylcarbodiimide (6.91 g.) and N-hydroxysuccinimide (3.86 g.) in tetrahydrofuran (250 ml.) at 0° C. for 1 hr. and then at room temperature overnight, isolation by ethyl acetate extraction, and purification by crystallization from methanol-ether-hexane gave Boc-trp-Leu-Phe-OBzl (16.9 g., 77% yie... Reactants: CC=1N=C(N2N=C(N=CC21)SC)C2=CC=CC=C2 (5-methyl-2-(methylthio)-7-phenylimidazo[5,1-f][1,2,4]triazine), CC=1N=C(N2N=C(N=CC21)S(=O)(=O)C)C2=CC=CC=C2 (5-Methyl-2-(methylsulfonyl)-7-phenylimidazo[5,1-f][1,2,4]triazine), COC=1C=C(N)C=CC1OC (3,4-dimethoxyaniline). Run in C(C)O (ethanol). The product is COC=1C=C(C=CC1OC)NC1=NN2C(C=N1)=C(N=C2C2=CC=CC=C2)C (N-[3,4-bis(methyloxy)phenyl]-5-methyl-7-phenylimidazo[5,1-f][1,2,4]triazin-2-amine). Isolated yield 36.6%. RXN SMILES: [CH3:1][C:2]1[N:3]=[C:4]([C:13]2[CH:18]=[CH:17][CH:16]=[CH:15][CH:14]=2)[N:5]2[C:10]=1[CH:9]=[N:8][C:7](SC)=[N:6]2.CC1N=C(C2C=CC=CC=2)N2C=1C=NC(S(C)(=O)=O)=N2.[CH3:39][O:40][C:41]1[CH:42]=[C:43]([CH:45]=[CH:46][C:47]=1[O:48][CH3:49])[NH2:44]>C(O)C>[CH3:39][O:40][C:41]1[CH:42]=[C:43]([NH:44][C:7]2[N:8]=[CH:9][C:10]3=[C:2]([CH3:1])[N:3]=[C:4]([C:13]4[CH:18]=[CH:17][CH:16]=[CH:15][CH:14]=4)[N:5]3[N:6]=2)[CH:45]=[CH:46][C:47]=1[O:48][CH3:49]. Procedure details: Applying the displacement procedure, using 5-methyl-2-(methylthio)-7-phenylimidazo[5,1-f][1,2,4]triazine (Intermediate 72) (50 mg, 0.17 mmol), 3,4-dimethoxyaniline (26.5 mg, 0.17 mmol) and ethanol (2.5 mL) to afford N-[3,4-bis(methyloxy)phenyl]-5-methyl-7-phenylimidazo[5,1-f][1,2,4]triazin-2-amine (22.5 mg) as a yellow solid. MS m/z 362 (M+1). Starting materials: [BH4-], CC(C)(C)[Si](C)(C)OCc1ccn2nc(-c3cccc([N+](=O)[O-])c3)c(-c3ccnc(S(C)(=O)=O)n3)c2c1, CCO, ClCCl, [Na+], [Na+], [OH-]. The product is CC(C)(C)[Si](C)(C)OCc1ccn2nc(-c3cccc([N+](=O)[O-])c3)c(-c3ccncn3)c2c1. As a reaction SMILES: [BH4-:38].[CH3:1][C:2]([CH3:3])([CH3:4])[Si:5]([O:6][CH2:7][c:8]1[cH:9][c:10]2[n:11]([cH:12][cH:13]1)[n:14][c:15](-[c:27]1[cH:28][c:29]([N+:33](=[O:34])[O-:35])[cH:30][cH:31][cH:32]1)[c:16]2-[c:17]1[n:18][c:19]([S:23]([CH3:24])(=[O:25])=[O:26])[n:20][cH:21][cH:22]1)([CH3:36])[CH3:37].[CH3:45][CH2:46][OH:47].[Cl:42][CH2:43][Cl:44].[Na+:39].[Na+:41].[OH-:40]>>[CH3:1][C:2]([CH3:3])([CH3:4])[Si:5]([O:6][CH2:7][c:8]1[cH:9][c:10]2[n:11]([cH:12][cH:13]1)[n:14][c:15](-[c:27]1[cH:28][c:29]([N+:33](=[O:34])[O-:35])[cH:30][cH:31][cH:32]1)[c:16]2-[c:17]1[n:18][cH:19][n:20][cH:21][cH:22]1)([CH3:36])[CH3:37]. Reactants: CNC[C@H](O)[C@@H](O)[C@H](O)[C@H](O)CO (N-Methylglucamine), C[Si](C)(C)Cl (Trimethyl silylchloride), CCOCC (ether), O (water). Product: C[Si](C)(C)O[Si](C)(C)C (trimethylsilyl ether). RXN SMILES: CNC[C@@H]([C@H]([C@@H]([C@@H](CO)O)O)O)O.[CH3:14][Si:15](Cl)([CH3:17])[CH3:16].CCOCC.[OH2:24]>>[CH3:14][Si:15]([O:24][Si:15]([CH3:17])([CH3:16])[CH3:14])([CH3:17])[CH3:16]. Reported procedure: N-Methylglucamine (10 g, 0.05 mol) was suspended (partly dissolved) in dry freshly-distilled pyridine and cooled in an ice-bath. Trimethyl silylchloride (30 g, 0.28 mol) was added in portions so that the temperature did not rise above 20°- 25°. After 1 hour the reaction slurry was poured into ether (200 ml) and water (200 ml) and shaken; the ether layer was washed several times with water, dried and evaporated at 50°-60° to leave the oily per-trimethylsilyl ether containing a trace of pyridine. ...